This data is from the Open Reaction Database (ORD), a public repository of structured organic reaction records. The task is: describe an organic reaction: reactants, conditions, products, and yield Reactants: BrC=1C=C2C=CN(C2=CC1)C1CCN(CC1)C (5-Bromo-1-(1-methylpiperidin-4-yl)-1H-indole), C[Si](C)(C)[N-][Si](C)(C)C.[Li+] (lithium bis(trimethylsilyl)amide), C(C)(C)(C)P(C(C)(C)C)C(C)(C)C (tri-tert-butylphosphine). The reagents and catalysts are [Pd].[Pd].C(C1=CC=CC=C1)=CC(=O)C=CC1=CC=CC=C1.C(C1=CC=CC=C1)=CC(=O)C=CC1=CC=CC=C1.C(C1=CC=CC=C1)=CC(=O)C=CC1=CC=CC=C1 (Tris(dibenzylideneacetone) dipalladium (0)). The solvent is O1CCCC1 (tetrahydrofuran), O1CCCC1 (tetrahydrofuran). Reaction conditions: time 10 minute. The product is CN1CCC(CC1)N1C=CC2=CC(=CC=C12)N (1-(1-Methylpiperidin-4-yl)-1H-indol-5-amine). Isolated yield 49.2%. RXN SMILES: Br[C:2]1[CH:3]=[C:4]2[C:8](=[CH:9][CH:10]=1)[N:7]([CH:11]1[CH2:16][CH2:15][N:14]([CH3:17])[CH2:13][CH2:12]1)[CH:6]=[CH:5]2.C(P(C(C)(C)C)C(C)(C)C)(C)(C)C.C[Si]([N-:35][Si](C)(C)C)(C)C.[Li+]>[Pd].[Pd].C(=CC(C=CC1C=CC=CC=1)=O)C1C=CC=CC=1.C(=CC(C=CC1C=CC=CC=1)=O)C1C=CC=CC=1.C(=CC(C=CC1C=CC=CC=1)=O)C1C=CC=CC=1.O1CCCC1>[CH3:17][N:14]1[CH2:15][CH2:16][CH:11]([N:7]2[C:8]3[C:4](=[CH:3][C:2]([NH2:35])=[CH:10][CH:9]=3)[CH:5]=[CH:6]2)[CH2:12][CH2:13]1 |f:2.3,4.5.6.7.8|. Reported procedure: Compound 80 (265 mg, 0.904 mmol), Tris(dibenzylideneacetone) dipalladium (0) (82.7 mg, 0.0904 mmol) and anhydrous tetrahydrofuran (20 mL) were charged to a dry argon purged flask fitted with magnetic stir bar and condenser. A solution of tri-tert-butylphosphine (10 wt % in hexane, 365.7 mg, 538 ul, 0.1808 mmol) is added followed by dropwise addition of a 1 M tetrahydrofuran solution of lithium bis(trimethylsilyl)amide (2.71 ml, 2.710 mmol) and mixture refluxed for a period of 45 minutes. The mix... Reactants: O[C@H](C)[C@@H]1[C@@H]2N(C(=C([C@@H]2C)S\C=C/C2=C(N=CS2)CO)C(=O)[O-])C1=O.[Na+] (sodium (1R,5S,6S)-6-((1R)-1-hydroxyethyl)-2-[[(Z)-2-(4-hydroxymethylthiazol-5-yl)ethen-1-yl]thio]-1-methyl-1-carbapen-2-em-3-carboxylate), C1(CCCCC1)OC(=O)OC(C(C)C)I (1-(cyclohexyloxycarbonyloxy)-2-methylpropan-1-yl iodide). The product is O[C@H](C)[C@@H]1[C@@H]2N(C(=C([C@@H]2C)S\C=C/C2=C(N=CS2)CO)C(=O)OC(C(C)C)OC(=O)OC2CCCCC2)C1=O (1-(Cyclohexyloxycarbonyloxy)-2-methylpropan-1-yl (1R,5S,6S)-6-((1R)-1-hydroxyethyl)-2-[[(Z)-2-(4-hydroxymethyl-thiazol-5-yl)ethen-1-yl]thio]-1-methyl-1-carbapen-2-em-3-carboxylate). Yield: 15.9%. As a reaction SMILES: [OH:1][C@@H:2]([C@H:4]1[C:24](=[O:25])[N:6]2[C:7]([C:21]([O-:23])=[O:22])=[C:8]([S:11]/[CH:12]=[CH:13]\[C:14]3[S:18][CH:17]=[N:16][C:15]=3[CH2:19][OH:20])[C@H:9]([CH3:10])[C@H:5]12)[CH3:3].[Na+].[CH:27]1([O:33][C:34]([O:36][CH:37](I)[CH:38]([CH3:40])[CH3:39])=[O:35])[CH2:32][CH2:31][CH2:30][CH2:29][CH2:28]1>>[OH:1][C@@H:2]([C@H:4]1[C:24](=[O:25])[N:6]2[C:7]([C:21]([O:23][CH:37]([O:36][C:34]([O:33][CH:27]3[CH2:32][CH2:31][CH2:30][CH2:29][CH2:28]3)=[O:35])[CH:38]([CH3:40])[CH3:39])=[O:22])=[C:8]([S:11]/[CH:12]=[CH:13]\[C:14]3[S:18][CH:17]=[N:16][C:15]=3[CH2:19][OH:20])[C@H:9]([CH3:10])[C@H:5]12)[CH3:3] |f:0.1|. Procedure: In the same manner as in Example 81, 84 mg of the title compound was prepared from 367 mg of sodium (1R,5S,6S)-6-((1R)-1-hydroxyethyl)-2-[[(Z)-2-(4-hydroxymethylthiazol-5-yl)ethen-1-yl]thio]-1-methyl-1-carbapen-2-em-3-carboxylate and 300 mg of 1-(cyclohexyloxycarbonyloxy)-2-methylpropan-1-yl iodide. Reactants: P(Cl)(Cl)(Cl)(Cl)Cl (Phosphorus pentachloride), ice water, ClS(=O)(=O)O (Chlorosulfonic acid), C(C)C=1C(NC(=C(C1)C=1SC=CC1)C)=O (3-ethyl-6-methyl-5-(thiophen-2-yl)-1H-pyridin-2-one). Solvent: C(Cl)(Cl)Cl (chloroform). Reaction conditions: temperature 0 celsius, time 30 minute. Product: C(C)C1=CC(=C(NC1=O)C)C1=CC=C(S1)S(=O)(=O)Cl (5-(5-Ethyl-2-methyl-6-oxo-1,6-dihydropyridin-3-yl)thiophene-2-sulfonyl chloride). Yield: 96.6%. Reaction SMILES: P(Cl)(Cl)(Cl)(Cl)Cl.[Cl:7][S:8]([OH:11])(=O)=[O:9].[CH2:12]([C:14]1[C:15](=[O:26])[NH:16][C:17]([CH3:25])=[C:18]([C:20]2[S:21][CH:22]=[CH:23][CH:24]=2)[CH:19]=1)[CH3:13]>C(Cl)(Cl)Cl>[CH2:12]([C:14]1[C:15](=[O:26])[NH:16][C:17]([CH3:25])=[C:18]([C:20]2[S:21][C:22]([S:8]([Cl:7])(=[O:11])=[O:9])=[CH:23][CH:24]=2)[CH:19]=1)[CH3:13]. Procedure details: Phosphorus pentachloride (4.67 g, 22.4 mmol) is placed in a three neck round bottom flask and cooled to 0° C. Chlorosulfonic acid (6.53 g, 56.0 mmol) is added slowly. The reaction is stirred until the fuming action stops and the reaction mixture becomes clear. Then a solution of 3-ethyl-6-methyl-5-(thiophen-2-yl)-1H-pyridin-2-one (4.92 g, 22.4 mmol) of the above reaction in chloroform (35 mL) is added dropwise, and stirring at 0° C. is maintained for 5 min, then at room temperature. After 30 min... The reactants are [O-2].[Zn+2] (zinc oxide), polyoxyethylene alkyl ether, C(CCCCCCCCCCCCCCCCC)(=O)O (stearic acid), C(C=C)(=O)O (acrylic acid). The solvent is C1(=CC=CC=C1)C (toluene). Run at temperature 55 celsius, time 2 hour. The product is C(C=C)(=O)[O-].[Zn+2].C(C=C)(=O)[O-] (zinc acrylate). Isolated yield 96.7%. RXN SMILES: [O-2].[Zn+2:2].[C:3]([OH:22])(=[O:21])[CH2:4][CH2:5]CCCCCCCCCCCCCCC.[C:23]([OH:27])(=[O:26])[CH:24]=[CH2:25]>C1(C)C=CC=CC=1>[C:3]([O-:22])(=[O:21])[CH:4]=[CH2:5].[Zn+2:2].[C:23]([O-:27])(=[O:26])[CH:24]=[CH2:25] |f:0.1,5.6.7|. Procedure details: To a 4000 liter jacketed stainless steel reactor, at room temperature, were fed successively toluene (1472 kg), zinc oxide (310 kg, 99% purity, 3.77 kmol) and stearic acid (56.0 kg, 0.197 kmol). Then, the temperature was raised to 55±5° C. To the reactor was added dropwise acrylic acid (506 kg, 7.02 kmol) over 2.5 hours, and continued the stirring while keeping at this temperature for additional 2 hours in order to complete the reaction. To this reaction mixture was added Sinopol 1536 (2.0 kg, H...